This data is from the Open Reaction Database (ORD), a public repository of structured organic reaction records. The task is: describe an organic reaction: reactants, conditions, products, and yield The reactants are O1C(CCCC1)OC=1C=C(C=CC1)C(C(Cl)(Cl)Cl)OC(C)=O (3-(tetrahydropyranyloxy)-1-(2,2,2-trichloro-1-acetoxyethyl)-benzene), C(C)(=O)O (acetic acid). Reported procedure: 22 g (0.06 mole) of 3-(tetrahydropyranyloxy)-1-(2,2,2-trichloro-1-acetoxyethyl)-benzene were dissolved in 80 ml of glacial acetic acid, 4.6 g (0.07 mole) of zinc dust were added a little at a time, and the mixture was heated at 60°-70° C. for 3 hours. The mixture was cooled and filtered, after which it was introduced into 1.5 liters of water and extracted with ether. The extracts were combined, washed three times with NaHCO3 solution and water, dried end evaporated down, and the residue was take... RXN SMILES: O1CCCCC1O[C:8]1[CH:9]=[C:10]([CH:14](OC(=O)C)[C:15]([Cl:18])(Cl)[Cl:16])[CH:11]=[CH:12][CH:13]=1.C(O)(=[O:25])C>[Zn]>[Cl:16][C:15]([Cl:18])=[CH:14][C:10]1[CH:11]=[CH:12][C:13]([OH:25])=[CH:8][CH:9]=1. Reagents/catalysts: [Zn] (zinc). Yields the product ClC(=CC1=CC=C(C=C1)O)Cl (4-dichlorovinylphenol). Starting materials: BrCc1ccccc1, O=[N+]([O-])c1nc(Br)ccc1O, [H-], [Na+], CN(C)C=O, O. Yields the product O=[N+]([O-])c1nc(Br)ccc1OCc1ccccc1. Reaction SMILES: [Br:14][CH2:15][c:16]1[cH:17][cH:18][cH:19][cH:20][cH:21]1.[Br:1][c:2]1[cH:3][cH:4][c:5]([OH:11])[c:6]([N+:8](=[O:9])[O-:10])[n:7]1.[H-:12].[Na+:13].[O:22]=[CH:23][N:24]([CH3:25])[CH3:26].[OH2:27]>>[Br:1][c:2]1[cH:3][cH:4][c:5]([O:11][CH2:15][c:16]2[cH:17][cH:18][cH:19][cH:20][cH:21]2)[c:6]([N+:8](=[O:9])[O-:10])[n:7]1. Starting materials: C(C)(C)(C)OC(N(CCCCNCCCN1C(NC2=CC=CC=C2C1=O)=O)CCCN1C(NC2=CC=CC=C2C1=O)=O)=O ([3-(2,4-dioxo-1,4-dihydro-2H-quinazolin-3-yl)propyl]-{4-[3-(2,4-dioxo-1,4-dihydro-2H-quinazolin-3-yl)propylamino]butyl}carbamic acid tert-butyl ester), [H-].[Na+] (Sodium hydride), BrCCCCCC (1-bromohexane). Solvent: O1CCCC1 (tetrahydrofuran). Yields the product C(C)(C)(C)OC(N(CCCCN(CCCCCC)CCCN1C(NC2=CC=CC=C2C1=O)=O)CCCN1C(NC2=CC=CC=C2C1=O)=O)=O ([3-(2,4-dioxo-1,4-dihydro-2H-quinazolin-3-yl)propyl]-(4-{[3-(2,4-dioxo-1,4-dihydro-2H-quinazolin-3-yl)propyl]hexylamino}butyl)carbamic acid tert-butyl ester), solid. The yield is 23.0%. As a reaction SMILES: [C:1]([O:5][C:6](=[O:43])[N:7]([CH2:28][CH2:29][CH2:30][N:31]1[C:40](=[O:41])[C:39]2[C:34](=[CH:35][CH:36]=[CH:37][CH:38]=2)[NH:33][C:32]1=[O:42])[CH2:8][CH2:9][CH2:10][CH2:11][NH:12][CH2:13][CH2:14][CH2:15][N:16]1[C:25](=[O:26])[C:24]2[C:19](=[CH:20][CH:21]=[CH:22][CH:23]=2)[NH:18][C:17]1=[O:27])([CH3:4])([CH3:3])[CH3:2].[H-].[Na+].Br[CH2:47][CH2:48][CH2:49][CH2:50][CH2:51][CH3:52]>O1CCCC1>[C:1]([O:5][C:6](=[O:43])[N:7]([CH2:28][CH2:29][CH2:30][N:31]1[C:40](=[O:41])[C:39]2[C:34](=[CH:35][CH:36]=[CH:37][CH:38]=2)[NH:33][C:32]1=[O:42])[CH2:8][CH2:9][CH2:10][CH2:11][N:12]([CH2:13][CH2:14][CH2:15][N:16]1[C:25](=[O:26])[C:24]2[C:19](=[CH:20][CH:21]=[CH:22][CH:23]=2)[NH:18][C:17]1=[O:27])[CH2:47][CH2:48][CH2:49][CH2:50][CH2:51][CH3:52])([CH3:4])([CH3:2])[CH3:3] |f:1.2|. Procedure: [3-(2,4-dioxo-1,4-dihydro-2H-quinazolin-3-yl)propyl]-{4-[3-(2,4-dioxo-1,4-dihydro-2H-quinazolin-3-yl)propylamino]butyl}carbamic acid tert-butyl ester (2 g, 3.4 mmol) was dissolved in 40 mL tetrahydrofuran. Sodium hydride (0.16 g, 6.7 mmol) and 1-bromohexane (0.67 g, 4.0 mmol) were added thereto and stirred under reflux. The solvent was concentrated under reduced pressure, and silica gel column-chromatography of the remaining residue was performed to give the title compound of white solid (0.52 g... Starting materials: CN1CCOCC1 (N-methylmorpholine), O1C(=NC2=C1C=CC=C2)N2[C@@H](CCCC2)C(=O)O ((2S)-1-(1,3-benzoxazol-2-yl)-2-piperidinecarboxylic acid), O.OC1=CC=CC=2NN=NC21 (hydroxybenzotriazole hydrate), Cl.C(C1=CC=CC=C1)OC(=O)NCCN (N-benzyloxycarbonyl-1,2-diaminoethane hydrochloride), Cl.CN(CCCN=C=NCC)C (1-(3-dimethylaminopropyl)-3-ethylcarbodiimide hydrochloride). Solvent: ClCCl (dichloromethane), O (water). Reaction conditions: time 18 hour. Product: O1C(=NC2=C1C=CC=C2)N2[C@@H](CCCC2)C(=O)NCCNC(OCC2=CC=CC=C2)=O (benzyl N-[2-([(2S)-1-(1,3-benzoxazol-2-yl)-2-piperidinyl]carbonylamino)ethyl]carbamate). Yield: 90.9%. As a reaction SMILES: CN1CCOCC1.[O:8]1[C:12]2[CH:13]=[CH:14][CH:15]=[CH:16][C:11]=2[N:10]=[C:9]1[N:17]1[CH2:22][CH2:21][CH2:20][CH2:19][C@H:18]1[C:23]([OH:25])=O.O.OC1C2N=NNC=2C=CC=1.Cl.[CH2:38]([O:45][C:46]([NH:48][CH2:49][CH2:50][NH2:51])=[O:47])[C:39]1[CH:44]=[CH:43][CH:42]=[CH:41][CH:40]=1.Cl.CN(C)CCCN=C=NCC>ClCCl.O>[O:8]1[C:12]2[CH:13]=[CH:14][CH:15]=[CH:16][C:11]=2[N:10]=[C:9]1[N:17]1[CH2:22][CH2:21][CH2:20][CH2:19][C@H:18]1[C:23]([NH:51][CH2:50][CH2:49][NH:48][C:46](=[O:47])[O:45][CH2:38][C:39]1[CH:40]=[CH:41][CH:42]=[CH:43][CH:44]=1)=[O:25] |f:2.3,4.5,6.7|. Procedure details: N-methylmorpholine (0.47 ml) was added to a solution of (2S)-1-(1,3-benzoxazol-2-yl)-2-piperidinecarboxylic acid (352.6 mg) [see Preparation 3], hydroxybenzotriazole hydrate (338.4 mg), N-benzyloxycarbonyl-1,2-diaminoethane hydrochloride (499.5 mg) and 1-(3-dimethylaminopropyl)-3-ethylcarbodiimide hydrochloride (552.7 mg) in dichloromethane (15 ml). The reaction mixture was stirred at room temperature for 18 hours, after which time the mixture was diluted with water and the organic layer was sep... The reactants are CS(N)(=O)=O, CN1CCCC1=O, CN(CC(=O)O)C(=O)c1cccc(COc2ccc(-c3cc(F)c(F)cc3F)cc2)c1. The product is CN(CC(=O)NS(C)(=O)=O)C(=O)c1cccc(COc2ccc(-c3cc(F)c(F)cc3F)cc2)c1. RXN SMILES: [CH3:32][S:33](=[O:34])(=[O:35])[NH2:36].[CH3:37][N:38]1[CH2:39][CH2:40][CH2:41][C:42]1=[O:43].[F:1][c:2]1[c:3](-[c:10]2[cH:11][cH:12][c:13]([O:16][CH2:17][c:18]3[cH:19][c:20]([C:21](=[O:22])[N:23]([CH3:24])[CH2:25][C:26](=[O:27])[OH:28])[cH:29][cH:30][cH:31]3)[cH:14][cH:15]2)[cH:4][c:5]([F:9])[c:6]([F:8])[cH:7]1>>[F:1][c:2]1[c:3](-[c:10]2[cH:11][cH:12][c:13]([O:16][CH2:17][c:18]3[cH:19][c:20]([C:21](=[O:22])[N:23]([CH3:24])[CH2:25][C:26](=[O:28])[NH:36][S:33]([CH3:32])(=[O:34])=[O:35])[cH:29][cH:30][cH:31]3)[cH:14][cH:15]2)[cH:4][c:5]([F:9])[c:6]([F:8])[cH:7]1. The reactants are Cl (HCl), C(C)(C)(C)C1=CC2=C(NC(=N2)[C@H]([C@H](C(=O)NC)C)NC(OC(C)(C)C)=O)C=C1 (tert-butyl ((1S,2R)-1-(5-(tert-butyl)-1H-benzo[d]imidazol-2-yl)-2-methyl-3-(methylamino)-3-oxopropyl)carbamate). The solvent is O1CCOCC1 (1,4-dioxane), O1CCOCC1 (1,4-dioxane). Run at time 4 hour. Product: N[C@@H]([C@H](C(=O)NC)C)C1=NC2=C(N1)C=C(C=C2)C(C)(C)C ((2R,3S)-3-Amino-3-(6-tert-butyl-1H-benzimidazol-2-yl)-N,2-dimethylpropanamide), hydrochloride salt. RXN SMILES: Cl.[C:2]([C:6]1[CH:29]=[CH:28][C:9]2[NH:10][C:11]([C@@H:13]([NH:20]C(=O)OC(C)(C)C)[C@@H:14]([CH3:19])[C:15]([NH:17][CH3:18])=[O:16])=[N:12][C:8]=2[CH:7]=1)([CH3:5])([CH3:4])[CH3:3]>O1CCOCC1>[NH2:20][C@H:13]([C:11]1[NH:12][C:8]2[CH:7]=[C:6]([C:2]([CH3:3])([CH3:5])[CH3:4])[CH:29]=[CH:28][C:9]=2[N:10]=1)[C@@H:14]([CH3:19])[C:15]([NH:17][CH3:18])=[O:16]. Procedure: HCl in 1,4-dioxane (4M, 2 mL, 8.00 mmol) was added to a stirred solution of tert-butyl ((1S,2R)-1-(5-(tert-butyl)-1H-benzo[d]imidazol-2-yl)-2-methyl-3-(methylamino)-3-oxopropyl)carbamate (50 mg, 0.13 mmol) in 1,4-dioxane (1 mL). The reaction mixture was stirred at room temperature for 4 hours before concentrating in vacuo. The residue was sonicated in diethyl ether (0.5 mL) for 30 minutes, the organic solvent was decanted and the fine precipitate dried under high vacuum to afford the title compo... Reactants: CC(C)(C)OC(=O)CBr, CCCCCCCCCCCCCCCC=O, [Zn]. Yields the product CCCCCCCCCCCCCCCC(O)CC(=O)OC(C)(C)C. Reaction SMILES: [Br:18][CH2:19][C:20](=[O:21])[O:22][C:23]([CH3:24])([CH3:25])[CH3:26].[CH:1]([CH2:2][CH2:3][CH2:4][CH2:5][CH2:6][CH2:7][CH2:8][CH2:9][CH2:10][CH2:11][CH2:12][CH2:13][CH2:14][CH2:15][CH3:16])=[O:17].[Zn:27]>>[CH:1]([CH2:2][CH2:3][CH2:4][CH2:5][CH2:6][CH2:7][CH2:8][CH2:9][CH2:10][CH2:11][CH2:12][CH2:13][CH2:14][CH2:15][CH3:16])([OH:17])[CH2:19][C:20](=[O:21])[O:22][C:23]([CH3:24])([CH3:25])[CH3:26].